Dataset: the Open Reaction Database (ORD), a public repository of structured organic reaction records. Task: describe an organic reaction: reactants, conditions, products, and yield Reactants: C1(=CC=CC=C1)SC(C(=O)O)C=1SC=CC1 (α-Phenylthio-2-thiopheneacetic acid). As a reaction SMILES: C1(S[CH:8]([C:12]2[S:13][CH:14]=[CH:15][CH:16]=2)[C:9]([OH:11])=[O:10])C=CC=CC=1>C(O)(=O)C.[Zn]>[S:13]1[CH:14]=[CH:15][CH:16]=[C:12]1[CH2:8][C:9]([OH:11])=[O:10]. The product is S1C(=CC=C1)CC(=O)O (2-thiopheneacetic acid). The reagents and catalysts are [Zn] (zinc), [Zn] (zinc). Run at time 30 minute. Solvent: C(C)(=O)O (acetic acid). Procedure: α-Phenylthio-2-thiopheneacetic acid (890 mg, 3.56 mmol) was dissolved in acetic acid (6 ml), then zinc dust (350 mg, 5.4 mmol) was added and the mixture was heated under reflux with vigorous stirring. After 30 min., zinc dust (350 mg, 5.4 mmol) was added again, and the mixture was heated under reflux for another 4 hr. with stirring, then cooled to room temperature, and most of the solvent was removed by distillation. Water and ethyl acetate were added and the precipitate was filtered off by the ... Yield: 85.0%. The reactants are CCOC(C)=O, CS(C)=O, CO, [Cu]I, Cc1[nH]nc(I)c1Cl. Product: Cc1[nH]nc(S(C)(=O)=O)c1Cl. RXN SMILES: [CH3:11][CH2:12][O:13][C:14]([CH3:15])=[O:16].[CH3:17][S:18](=[O:19])[CH3:20].[CH3:9][OH:10].[Cu:21][I:22].[I:1][c:2]1[n:3][nH:4][c:5]([CH3:8])[c:6]1[Cl:7]>>[c:2]1([S:18](=[O:10])(=[O:19])[CH3:20])[n:3][nH:4][c:5]([CH3:8])[c:6]1[Cl:7]. The reactants are O=C([O-])[O-], CCS(=O)(=O)Cl, CC(C)=O, COc1ccc(C(=O)N(C)C2CN(C(=O)C3CCNCC3)CC2c2ccc(Cl)c(Cl)c2)cc1C(F)(F)F, [K+], [K+]. Product: CCS(=O)(=O)N1CCC(C(=O)N2CC(c3ccc(Cl)c(Cl)c3)C(N(C)C(=O)c3ccc(OC)c(C(F)(F)F)c3)C2)CC1. Reaction SMILES: [C:38](=[O:39])([O-:40])[O-:41].[CH2:44]([CH3:45])[S:46](=[O:47])(=[O:48])[Cl:49].[CH3:50][C:51](=[O:52])[CH3:53].[Cl:1][c:2]1[cH:3][c:4]([CH:9]2[CH:10]([N:22]([C:23]([c:24]3[cH:25][c:26]([C:32]([F:33])([F:34])[F:35])[c:27]([O:30][CH3:31])[cH:28][cH:29]3)=[O:36])[CH3:37])[CH2:11][N:12]([C:14](=[O:15])[CH:16]3[CH2:17][CH2:18][NH:19][CH2:20][CH2:21]3)[CH2:13]2)[cH:5][cH:6][c:7]1[Cl:8].[K+:42].[K+:43]>>[Cl:1][c:2]1[cH:3][c:4]([CH:9]2[CH:10]([N:22]([C:23]([c:24]3[cH:25][c:26]([C:32]([F:33])([F:34])[F:35])[c:27]([O:30][CH3:31])[cH:28][cH:29]3)=[O:36])[CH3:37])[CH2:11][N:12]([C:14](=[O:15])[CH:16]3[CH2:17][CH2:18][N:19]([S:46]([CH2:44][CH3:45])(=[O:47])=[O:48])[CH2:20][CH2:21]3)[CH2:13]2)[cH:5][cH:6][c:7]1[Cl:8]. Reactants: N#CCc1cccc2c(=O)cc(-c3cccc(F)c3)oc12, CC(=O)O, O, O=S(=O)(O)O. The product is O=C(O)Cc1cccc2c(=O)cc(-c3cccc(F)c3)oc12. RXN SMILES: [C:1]([CH2:2][c:4]1[cH:5][cH:6][cH:7][c:8]2[c:9](=[O:21])[cH:10][c:11](-[c:14]3[cH:15][c:16]([F:20])[cH:17][cH:18][cH:19]3)[o:12][c:13]12)#[N:3].[CH3:22][C:23]([OH:24])=[O:25].[OH2:31].[S:26](=[O:27])(=[O:28])([OH:29])[OH:30]>>[c:4]1([CH2:22][C:23]([OH:24])=[O:25])[cH:5][cH:6][cH:7][c:8]2[c:9](=[O:21])[cH:10][c:11](-[c:14]3[cH:15][c:16]([F:20])[cH:17][cH:18][cH:19]3)[o:12][c:13]12. The product is COC(=O)C1OC2=C(C(O1)(C1CCCCC1)C1CCCCC1)C=C(C=C2)Cl (6-Chloro-4,4-dicyclohexyl-4H-benzo[1,3]dioxine-2-carboxylic acid methyl ester). Reactants: ClC=1C=CC2=C(C(OC(O2)C(=O)O)(C2CCCCC2)C2CCCCC2)C1 (6-chloro-4,4-dicyclohexyl-4H-benzo[1,3]dioxine-2-carboxylic acid), C1(=CC=C(C=C1)S(=O)(=O)O)C (para-toluenesulfonic acid), C([O-])(O)=O.[Na+] (sodium bicarbonate). Solvent: CO (methanol). Reported procedure: A solution of 2 g 6-chloro-4,4-dicyclohexyl-4H-benzo[1,3]dioxine-2-carboxylic acid and 73 mg para-toluenesulfonic acid in 4 ml methanol was refluxed for 4 hours. After cooling to room temperature, 50 mg sodium bicarbonate was added and the solvent was removed in vacuo. The residue was dissolved in 10 ml EtOAc, washed with water and dried over Na2SO4. The solvent was removed in vacuo. Yield 1.3 g. Reaction SMILES: [Cl:1][C:2]1[CH:3]=[CH:4][C:5]2[O:10][CH:9]([C:11]([OH:13])=[O:12])[O:8][C:7]([CH:20]3[CH2:25][CH2:24][CH2:23][CH2:22][CH2:21]3)([CH:14]3[CH2:19][CH2:18][CH2:17][CH2:16][CH2:15]3)[C:6]=2[CH:26]=1.[C:27]1(C)C=CC(S(O)(=O)=O)=CC=1.C(=O)(O)[O-].[Na+]>CO>[CH3:27][O:12][C:11]([CH:9]1[O:8][C:7]([CH:20]2[CH2:21][CH2:22][CH2:23][CH2:24][CH2:25]2)([CH:14]2[CH2:19][CH2:18][CH2:17][CH2:16][CH2:15]2)[C:6]2[CH:26]=[C:2]([Cl:1])[CH:3]=[CH:4][C:5]=2[O:10]1)=[O:13] |f:2.3|. The reactants are C(C)(=O)OCC (ethyl acetate), N(=[N+]=[N-])C(C)C1=CC=C2C=CC=NC2=C1C1=CC(=CC=C1)F (7-(1-azidoethyl)-8-(3-fluorophenyl)quinoline), O (water), CP(C)C (trimethylphosphine). Run in O1CCCC1 (tetrahydrofuran), O1CCCC1 (tetrahydrofuran). Run at time 1 hour. Product: FC=1C=C(C=CC1)C=1C(=CC=C2C=CC=NC12)C(C)N (1-[8-(3-fluorophenyl)quinolin-7-yl]ethanamine). Reaction SMILES: [N:1]([CH:4]([C:6]1[C:15]([C:16]2[CH:21]=[CH:20][CH:19]=[C:18]([F:22])[CH:17]=2)=[C:14]2[C:9]([CH:10]=[CH:11][CH:12]=[N:13]2)=[CH:8][CH:7]=1)[CH3:5])=[N+]=[N-].O.CP(C)C.C(OCC)(=O)C>O1CCCC1>[F:22][C:18]1[CH:17]=[C:16]([C:15]2[C:6]([CH:4]([NH2:1])[CH3:5])=[CH:7][CH:8]=[C:9]3[C:14]=2[N:13]=[CH:12][CH:11]=[CH:10]3)[CH:21]=[CH:20][CH:19]=1. Procedure: To a stirred solution of 7-(1-azidoethyl)-8-(3-fluorophenyl)quinoline (0.146 g, 0.500 mmol) in tetrahydrofuran (1 mL) and water (0.360 mL, 20.0 mmol) was added 1.00 M of trimethylphosphine in tetrahydrofuran (0.600 mL, 0.600 mmol) at room temperature and the mixture was stirred at room temperature for 1 hour. To the mixture was added ethyl acetate and the mixture was extracted with 1 N HCl twice. The combined extracts were neutralized with solid sodium bicarbonate, and then extracted with dichlo... Starting materials: C1CCNCC1, Cc1oc(-c2ccccc2)nc1CCOc1ccc(CCCC2OCCCO2)cc1, CC(=O)O, O=C1COC(=O)N1. Yields the product Cc1oc(-c2ccccc2)nc1CCOc1ccc(CCCC=C2OC(=O)NC2=O)cc1. As a reaction SMILES: [CH2:38]1[CH2:39][CH2:40][NH:41][CH2:42][CH2:43]1.[CH3:1][c:2]1[c:3]([CH2:13][CH2:14][O:15][c:16]2[cH:17][cH:18][c:19]([CH2:22][CH2:23][CH2:24][CH:25]3[O:26][CH2:27][CH2:28][CH2:29][O:30]3)[cH:20][cH:21]2)[n:4][c:5](-[c:7]2[cH:8][cH:9][cH:10][cH:11][cH:12]2)[o:6]1.[CH3:44][C:45](=[O:46])[OH:47].[O:31]1[C:32](=[O:37])[NH:33][C:34](=[O:36])[CH2:35]1>>[CH3:1][c:2]1[c:3]([CH2:13][CH2:14][O:15][c:16]2[cH:17][cH:18][c:19]([CH2:22][CH2:23][CH2:24][CH:25]=[C:35]3[O:31][C:32](=[O:37])[NH:33][C:34]3=[O:36])[cH:20][cH:21]2)[n:4][c:5](-[c:7]2[cH:8][cH:9][cH:10][cH:11][cH:12]2)[o:6]1.